Dataset: the Open Reaction Database (ORD), a public repository of structured organic reaction records. Task: describe an organic reaction: reactants, conditions, products, and yield The reactants are N1=C(C=CC2=CC=CC=C12)COC=1C=C(OCC2=CC=C(C#N)C=C2)C=CC1 (4-(3-(2-quinolinylmethyloxy)phenoxymethyl)benzonitrile), [N-]=[N+]=[N-].[Na+] (sodium azide), Cl.[NH+]1=CC=CC=C1 (pyridinium hydrochloride). Run in CN(C)C=O (DMF). The product is N1=C(C=CC2=CC=CC=C12)COC=1C=C(OCC2=CC=C(C=C2)C2=NN=NN2)C=CC1 (5-(4-(3-(2-quinolinylmethyloxy)phenoxymethyl)phenyl)tetrazole). Reaction SMILES: [N:1]1[C:10]2[C:5](=[CH:6][CH:7]=[CH:8][CH:9]=2)[CH:4]=[CH:3][C:2]=1[CH2:11][O:12][C:13]1[CH:14]=[C:15]([CH:26]=[CH:27][CH:28]=1)[O:16][CH2:17][C:18]1[CH:25]=[CH:24][C:21]([C:22]#[N:23])=[CH:20][CH:19]=1.[N-:29]=[N+:30]=[N-:31].[Na+].Cl.[NH+]1C=CC=CC=1>CN(C=O)C>[N:1]1[C:10]2[C:5](=[CH:6][CH:7]=[CH:8][CH:9]=2)[CH:4]=[CH:3][C:2]=1[CH2:11][O:12][C:13]1[CH:14]=[C:15]([CH:26]=[CH:27][CH:28]=1)[O:16][CH2:17][C:18]1[CH:19]=[CH:20][C:21]([C:22]2[NH:31][N:30]=[N:29][N:23]=2)=[CH:24][CH:25]=1 |f:1.2,3.4|. Reported procedure: A slurry of 2.0 g (5.48 mmol) of 4-(3-(2-quinolinylmethyloxy)phenoxymethyl)benzonitrile, 1.78 g (27.4 mmol) of sodium azide, and 3,16 g (27.4 mmol) of pyridinium hydrochloride in 12 ml of dry DMF is stirred under nitrogen at 100° C. for 20 hrs. The reaction mixture is then cooled to room temperature and concentrated. The residue is taken up on 100 ml of 1N aqueous NaOH and the solution extracted with ether. The aqueous layer is acidified to pH 6 with 1N aqueous HCl, and the precipitate collected... Reactants: C(C1=CC=CC=C1)ON1[C@@H]2CC[C@H](N(C1=O)C2)C(=O)NOCCC2=NC=CC=C2 ((2S,5R)-6-(benzyloxy)-7-oxo-N-[2-(pyridin-2-yl)ethoxy]-1,6-diazabicyclo[3.2.1]octane-2-carboxamide), [H][H] (hydrogen). Reagents/catalysts: [Pd] (Pd/C). Solvent: CO (methanol). Product: ON1[C@@H]2CC[C@H](N(C1=O)C2)C(=O)NOCCC2=NC=CC=C2 ((2S,5R)-6-hydroxy-7-oxo-N-[2-(pyridin-2-yl)ethoxy]-1,6-diazabicyclo[3.2.1]octane-2-carboxamide). The yield is 49.8%. As a reaction SMILES: C([O:8][N:9]1[C:15](=[O:16])[N:14]2[CH2:17][C@H:10]1[CH2:11][CH2:12][C@H:13]2[C:18]([NH:20][O:21][CH2:22][CH2:23][C:24]1[CH:29]=[CH:28][CH:27]=[CH:26][N:25]=1)=[O:19])C1C=CC=CC=1.[H][H]>CO.[Pd]>[OH:8][N:9]1[C:15](=[O:16])[N:14]2[CH2:17][C@H:10]1[CH2:11][CH2:12][C@H:13]2[C:18]([NH:20][O:21][CH2:22][CH2:23][C:24]1[CH:29]=[CH:28][CH:27]=[CH:26][N:25]=1)=[O:19]. Reported procedure: To a solution of (2S,5R)-6-(benzyloxy)-7-oxo-N-[2-(pyridin-2-yl)ethoxy]-1,6-diazabicyclo[3.2.1]octane-2-carboxamide 126 (0.26 g, 0.65 mml) in methanol (20 mL) was added 5% Pd/C (0.25 g). The mixture was hydrogenated at 10 psi hydrogen atmosphere at room temperature for 1 h. The catalyst was filtered out through Celite, and the filtrate was evaporated to give (2S,5R)-6-hydroxy-7-oxo-N-[2-(pyridin-2-yl)ethoxy]-1,6-diazabicyclo[3.2.1]octane-2-carboxamide 127 (0.10 g, 50%) as a white foam. The reactants are C(=O)NC=1SC=C(N1)C(C(=O)NC1[C@@H]2N(C(=C(CS2)CCl)C(=O)OC(C2=CC=CC=C2)C2=CC=CC=C2)C1=O)=NOC (benzhydryl 7-[2-(2-formamidothiazol-4-yl)-2-methoxyiminoacetamido]-3-chloromethyl-3-cephem-4-carboxylate), C1(=CC=CC=C1)P(C1=CC=CC=C1)C1=CC=CC=C1 (triphenylphosphine). Run in C(C)(=O)OCC (ethyl acetate), O1CCCC1 (tetrahydrofuran). The product is [Cl-].C(=O)NC=1SC=C(N1)C(C(=O)NC1[C@@H]2N(C(=C(CS2)C[P+](C2=CC=CC=C2)(C2=CC=CC=C2)C2=CC=CC=C2)C(=O)OC(C2=CC=CC=C2)C2=CC=CC=C2)C1=O)=NOC ([7-{2-(2-formamidothiazol-4-yl)-2-methoxyiminoacetamido}-4-benzhydryloxycarbonyl-3-cephem-3-yl]methyl-triphenylphosphonium chloride). The yield is 49.9%. Reaction SMILES: [CH:1]([NH:3][C:4]1[S:5][CH:6]=[C:7]([C:9](=[N:40][O:41][CH3:42])[C:10]([NH:12][CH:13]2[C:38](=[O:39])[N:15]3[C:16]([C:22]([O:24][CH:25]([C:32]4[CH:37]=[CH:36][CH:35]=[CH:34][CH:33]=4)[C:26]4[CH:31]=[CH:30][CH:29]=[CH:28][CH:27]=4)=[O:23])=[C:17]([CH2:20][Cl:21])[CH2:18][S:19][C@H:14]23)=[O:11])[N:8]=1)=[O:2].[C:43]1([P:49]([C:56]2[CH:61]=[CH:60][CH:59]=[CH:58][CH:57]=2)[C:50]2[CH:55]=[CH:54][CH:53]=[CH:52][CH:51]=2)[CH:48]=[CH:47][CH:46]=[CH:45][CH:44]=1>C(OCC)(=O)C.O1CCCC1>[Cl-:21].[CH:1]([NH:3][C:4]1[S:5][CH:6]=[C:7]([C:9](=[N:40][O:41][CH3:42])[C:10]([NH:12][CH:13]2[C:38](=[O:39])[N:15]3[C:16]([C:22]([O:24][CH:25]([C:32]4[CH:37]=[CH:36][CH:35]=[CH:34][CH:33]=4)[C:26]4[CH:31]=[CH:30][CH:29]=[CH:28][CH:27]=4)=[O:23])=[C:17]([CH2:20][P+:49]([C:50]4[CH:51]=[CH:52][CH:53]=[CH:54][CH:55]=4)([C:56]4[CH:61]=[CH:60][CH:59]=[CH:58][CH:57]=4)[C:43]4[CH:44]=[CH:45][CH:46]=[CH:47][CH:48]=4)[CH2:18][S:19][C@H:14]23)=[O:11])[N:8]=1)=[O:2] |f:4.5|. Reported procedure: To a solution of benzhydryl 7-[2-(2-formamidothiazol-4-yl)-2-methoxyiminoacetamido]-3-chloromethyl-3-cephem-4-carboxylate (syn isomer) (25.0 g) in ethyl acetate (300 ml) was added a solution of triphenylphosphine (21.0 g) in tetrahydrofuran (170 ml), and the mixture was heated under reflux for 10 hours. The precipitated substance was collected by filtration to give [7-{2-(2-formamidothiazol-4-yl)-2-methoxyiminoacetamido}-4-benzhydryloxycarbonyl-3-cephem-3-yl]methyl-triphenylphosphonium chloride ...